Dataset: the Open Reaction Database (ORD), a public repository of structured organic reaction records. Task: describe an organic reaction: reactants, conditions, products, and yield The reactants are COC(=O)c1cc(Cl)ccc1Br, C#C[Si](C)(C)C, [Cu]I, CC(=O)[O-], CC(=O)[O-], [Pd+2], c1ccc(P(c2ccccc2)c2ccccc2)cc1. Product: COC(=O)c1cc(Cl)ccc1C#C[Si](C)(C)C. RXN SMILES: [Br:1][c:2]1[c:3]([C:4](=[O:5])[O:6][CH3:7])[cH:8][c:9]([Cl:12])[cH:10][cH:11]1.[C:32](#[CH:33])[Si:34]([CH3:35])([CH3:36])[CH3:37].[Cu:38][I:39].[O-:41][C:42]([CH3:43])=[O:44].[O-:45][C:46]([CH3:47])=[O:48].[Pd+2:40].[c:13]1([P:14]([c:15]2[cH:16][cH:17][cH:18][cH:19][cH:20]2)[c:21]2[cH:22][cH:23][cH:24][cH:25][cH:26]2)[cH:27][cH:28][cH:29][cH:30][cH:31]1>>[c:2]1([C:33]#[C:32][Si:34]([CH3:35])([CH3:36])[CH3:37])[c:3]([C:4](=[O:5])[O:6][CH3:7])[cH:8][c:9]([Cl:12])[cH:10][cH:11]1. Reactants: CC(CCO)(C)O (3-methyl-1,3-butane diol), FC(C1=CC=C(C=C1)S(=O)(=O)Cl)(F)F (p-(trifluoromethyl)benzenesulfonyl chloride), 3-methyl-1,3-methanebutane diol, (4-trifluoromethyl)benzene sulfonyl chloride, Cl (HCl). Run in C(C)(=O)OCC (ethyl acetate), N1=CC=CC=C1 (pyridine), N1=CC=CC=C1 (pyridine). Run at temperature 0 celsius, time 2 hour. The product is FC(C1=CC=C(C=C1)S(=O)(=O)OCCC(C)(C)O)(F)F (3-Hydroxy-3-methylbutyl 4-(trifluoromethyl)benzenesulfonate). Isolated yield 71.1%. As a reaction SMILES: Cl.[CH3:2][C:3]([OH:8])([CH3:7])[CH2:4][CH2:5][OH:6].[F:9][C:10]([F:22])([F:21])[C:11]1[CH:16]=[CH:15][C:14]([S:17](Cl)(=[O:19])=[O:18])=[CH:13][CH:12]=1>N1C=CC=CC=1.C(OCC)(=O)C>[F:22][C:10]([F:9])([F:21])[C:11]1[CH:12]=[CH:13][C:14]([S:17]([O:6][CH2:5][CH2:4][C:3]([OH:8])([CH3:7])[CH3:2])(=[O:19])=[O:18])=[CH:15][CH:16]=1. Procedure: A mixture of 3-methyl-1,3-methanebutane diol (2.00 g, 19.2 mmol), (4-trifluoromethyl)benzene sulfonyl chloride (7.046 g, 28.8 mmol) in dry pyridine (20 mL) was stirred at 0° C. for 2 hours, poured into the cold HCl (50 mL, 2 N), and extracted with ethyl acetate. The organic phase was washed with HCl (4×50 mL, 2 N), brine (1×25 mL), dried over MgSO4, and evaporated to dryness. (3.72 g, 97%). 1H NMR (400 MHz, CDCl3): δ 1.21 (s, 6H), 1.87 (t, J=6.9, 2H), 2.03 (d, J=14.0, 2H), 4.26 (t, J=6.9, 2H), 7... Reactants: Cl.C(C)OC(CN)=O (glycine ethyl ester hydrochloride), [N+](=O)([O-])C1=C(CBr)C=CC=C1 (2-nitrobenzyl bromide), C(O)([O-])=O.[Na+] (sodium hydrogencarbonate). Run in C(C)O (ethanol). Conditions: temperature 70 celsius, time 8 hour. Yields the product [N+](=O)([O-])C1=C(CNCC(=O)OCC)C=CC=C1 (Ethyl (2-nitrobenzyl)aminoacetate). As a reaction SMILES: Cl.[CH2:2]([O:4][C:5](=[O:8])[CH2:6][NH2:7])[CH3:3].[N+:9]([C:12]1[CH:19]=[CH:18][CH:17]=[CH:16][C:13]=1[CH2:14]Br)([O-:11])=[O:10].C(=O)([O-])O.[Na+]>C(O)C>[N+:9]([C:12]1[CH:19]=[CH:18][CH:17]=[CH:16][C:13]=1[CH2:14][NH:7][CH2:6][C:5]([O:4][CH2:2][CH3:3])=[O:8])([O-:11])=[O:10] |f:0.1,3.4|. Procedure details: 6.35 g (45.4 mmol) of glycine ethyl ester hydrochloride, 2.45 g (11.3 mmol) of 2-nitrobenzyl bromide and 4.75 g (56.5 mmol) of sodium hydrogencarbonate were dissolved in ethanol, and the obtained solution was stirred at 70° C. overnight. The reaction solution was filtered, and the obtained filtrate was treated with ethyl acetate as the extracting solvent by an ordinary method to obtain the crude product. After the purification by the silica gel column chromatography, the title compound was obtai... Reactants: C1CCNCC1, Cc1nnc2n1-c1ccc(Cl)cc1C(=S)NC2, O. Product: Cc1nnc2n1-c1ccc(Cl)cc1C(N1CCCCC1)=NC2. As a reaction SMILES: [CH2:18]1[CH2:19][CH2:20][NH:21][CH2:22][CH2:23]1.[Cl:1][c:2]1[cH:3][cH:4][c:5]2[c:6]([cH:17]1)[C:7](=[S:16])[NH:8][CH2:9][c:10]1[n:11]-2[c:12]([CH3:15])[n:13][n:14]1.[OH2:24]>>[Cl:1][c:2]1[cH:3][cH:4][c:5]2[c:6]([cH:17]1)[C:7]([N:21]1[CH2:20][CH2:19][CH2:18][CH2:23][CH2:22]1)=[N:8][CH2:9][c:10]1[n:11]-2[c:12]([CH3:15])[n:13][n:14]1. Reactants: [BH4-], CO, COc1ccc(-c2nc3cc(OC)cc(C=O)c3o2)cc1, [Na+]. The product is COc1ccc(-c2nc3cc(OC)cc(CO)c3o2)cc1. Reaction SMILES: [BH4-:1].[CH3:24][OH:25].[CH3:3][O:4][c:5]1[cH:6][c:7]([CH:22]=[O:23])[c:8]2[c:9]([n:10][c:11](-[c:13]3[cH:14][cH:15][c:16]([O:19][CH3:20])[cH:17][cH:18]3)[o:12]2)[cH:21]1.[Na+:2]>>[CH3:3][O:4][c:5]1[cH:6][c:7]([CH2:22][OH:23])[c:8]2[c:9]([n:10][c:11](-[c:13]3[cH:14][cH:15][c:16]([O:19][CH3:20])[cH:17][cH:18]3)[o:12]2)[cH:21]1. Reactants: C(C)OC(=O)C1=NN=C(N1C(C)C)C1=NC=C(C=C1NS(=O)(=O)C1=CC=C(C=C1)C(C)(C)C)Cl (5-[3-(4-tert-butyl-benzenesulfonylamino)-5-chloro-pyridin-2-yl]-4-isopropyl-4H-[1,2,4]triazole-3-carboxylic acid ethyl ester), CNC (dimethylamine), [C-]#N.[K+] (KCN). Solvent: C1CCOC1 (THF). Conditions: temperature 50 celsius, time 16 hour. Yields the product CN(C(=O)C1=NN=C(N1C(C)C)C1=NC=C(C=C1NS(=O)(=O)C1=CC=C(C=C1)C(C)(C)C)Cl)C (5-[3-(4-tert-Butyl-benzenesulfonylamino)-5-chloro-pyridin-2-yl]-4-isopropyl-4H-[1,2,4]triazole-3-carboxylic acid dimethylamide). Reaction SMILES: C([O:3][C:4]([C:6]1[N:10]([CH:11]([CH3:13])[CH3:12])[C:9]([C:14]2[C:19]([NH:20][S:21]([C:24]3[CH:29]=[CH:28][C:27]([C:30]([CH3:33])([CH3:32])[CH3:31])=[CH:26][CH:25]=3)(=[O:23])=[O:22])=[CH:18][C:17]([Cl:34])=[CH:16][N:15]=2)=[N:8][N:7]=1)=O)C.[CH3:35][NH:36][CH3:37].[C-]#N.[K+]>C1COCC1>[CH3:35][N:36]([CH3:37])[C:4]([C:6]1[N:10]([CH:11]([CH3:13])[CH3:12])[C:9]([C:14]2[C:19]([NH:20][S:21]([C:24]3[CH:25]=[CH:26][C:27]([C:30]([CH3:31])([CH3:32])[CH3:33])=[CH:28][CH:29]=3)(=[O:23])=[O:22])=[CH:18][C:17]([Cl:34])=[CH:16][N:15]=2)=[N:8][N:7]=1)=[O:3] |f:2.3|. Reported procedure: A 25 mL scintillation vial was charged with 5-[3-(4-tert-butyl-benzenesulfonylamino)-5-chloro-pyridin-2-yl]-4-isopropyl-4H-[1,2,4]triazole-3-carboxylic acid ethyl ester (prepared according to general procedure B, 11 mg, 0.02 mmol), dimethylamine in THF (2 mL, 2.0 M), and KCN (1 mg, 0.01 mmol). The vial was sealed and stirred at 50° C. for 16 h. The volatiles were then evacuated in vacuo and the residue was purified via preparatory HPLC to afford 4-tert-butyl-N-[6-chloro-2-(4-ethyl-5-methyl-4H-[1... The reactants are C1=C(C=CC2=CC=CC=C12)COC1CN(CCC1C1=CC=C(C=C1)CC(NCC(C1=CC=CC=C1)=O)=O)C(=O)OC(C)(C)C (tert-butyl (3RS,4RS)-3-(naphthalen-2-ylmethoxy)-4-{4-[(2-oxo-2-phenyl-ethylcarbamoyl)-methyl]-phenyl}-piperidine-1-carboxylate), FC(C(=O)O)(F)F (trifluoroacetic acid). The solvent is C(Cl)Cl (methylene chloride). Yields the product FC(C(=O)O)(F)F.C1=C(C=CC2=CC=CC=C12)COC1CNCCC1C1=CC=C(C=C1)CC(=O)NCC(C1=CC=CC=C1)=O ((3RS,4RS)-2-{4-[3-(naphthalen-2-ylmethoxy)-piperidin-4-yl]-phenyl}-N-(2-oxo-2-phenyl-ethyl)-acetamide trifluoroacetate). As a reaction SMILES: [CH:1]1[C:10]2[C:5](=[CH:6][CH:7]=[CH:8][CH:9]=2)[CH:4]=[CH:3][C:2]=1[CH2:11][O:12][CH:13]1[CH:18]([C:19]2[CH:24]=[CH:23][C:22]([CH2:25][C:26](=[O:37])[NH:27][CH2:28][C:29](=[O:36])[C:30]3[CH:35]=[CH:34][CH:33]=[CH:32][CH:31]=3)=[CH:21][CH:20]=2)[CH2:17][CH2:16][N:15](C(OC(C)(C)C)=O)[CH2:14]1.[F:45][C:46]([F:51])([F:50])[C:47]([OH:49])=[O:48]>C(Cl)Cl>[F:45][C:46]([F:51])([F:50])[C:47]([OH:49])=[O:48].[CH:1]1[C:10]2[C:5](=[CH:6][CH:7]=[CH:8][CH:9]=2)[CH:4]=[CH:3][C:2]=1[CH2:11][O:12][CH:13]1[CH:18]([C:19]2[CH:24]=[CH:23][C:22]([CH2:25][C:26]([NH:27][CH2:28][C:29](=[O:36])[C:30]3[CH:35]=[CH:34][CH:33]=[CH:32][CH:31]=3)=[O:37])=[CH:21][CH:20]=2)[CH2:17][CH2:16][NH:15][CH2:14]1 |f:3.4|. Procedure: In an analogous manner to that described in Example 22(l), starting from tert-butyl (3RS,4RS)-3-(naphthalen-2-ylmethoxy)-4-{4-[(2-oxo-2-phenyl-ethylcarbamoyl)-methyl]-phenyl}-piperidine-1-carboxylate by cleavage of the BOC group using trifluoroacetic acid in methylene chloride there was obtained (3RS,4RS)-2-{4-[3-(naphthalen-2-ylmethoxy)-piperidin-4-yl]-phenyl}-N-(2-oxo-2-phenyl-ethyl)-acetamide trifluoroacetate as a white powder; MS: 493 (M+H)+. Reactants: C1CNCCN1, CS(C)=O, N#Cc1cccc(F)c1, O. Reaction SMILES: [CH2:10]1[CH2:11][NH:12][CH2:13][CH2:14][NH:15]1.[CH3:16][S:17]([CH3:18])=[O:19].[F:1][c:2]1[cH:3][c:4]([C:5]#[N:6])[cH:7][cH:8][cH:9]1.[OH2:20]>>[c:2]1([N:12]2[CH2:11][CH2:10][NH:15][CH2:14][CH2:13]2)[cH:3][c:4]([C:5]#[N:6])[cH:7][cH:8][cH:9]1. Product: N#Cc1cccc(N2CCNCC2)c1. Reactants: COC(\C=C\C1=NN(C(=C1)C)CC1=C(C=CC(=C1)Cl)OCC1=CC=C(C=C1)Cl)=O ((E)-3-{1-[5-Chloro-2-(4-chloro-benzyloxy)-benzyl]-5-methyl-1H-pyrazol-3-yl}-acrylic Acid Methyl Ester). The reagents and catalysts are [Pt] (Pt/C). Run in C1CCOC1 (THF), CO (MeOH). Conditions: time 8 hour. The product is COC(CCC1=NN(C(=C1)C)CC1=C(C=CC(=C1)Cl)OCC1=CC=C(C=C1)Cl)=O (3-{1-[5-Chloro-2-(4-chloro-benzyloxy)-benzyl]-5-methyl-1H-pyrazol-3-yl}-propionic Acid Methyl Ester). As a reaction SMILES: [CH3:1][O:2][C:3](=[O:29])/[CH:4]=[CH:5]/[C:6]1[CH:10]=[C:9]([CH3:11])[N:8]([CH2:12][C:13]2[CH:18]=[C:17]([Cl:19])[CH:16]=[CH:15][C:14]=2[O:20][CH2:21][C:22]2[CH:27]=[CH:26][C:25]([Cl:28])=[CH:24][CH:23]=2)[N:7]=1>C1COCC1.CO.[Pt]>[CH3:1][O:2][C:3](=[O:29])[CH2:4][CH2:5][C:6]1[CH:10]=[C:9]([CH3:11])[N:8]([CH2:12][C:13]2[CH:18]=[C:17]([Cl:19])[CH:16]=[CH:15][C:14]=2[O:20][CH2:21][C:22]2[CH:23]=[CH:24][C:25]([Cl:28])=[CH:26][CH:27]=2)[N:7]=1. Procedure: A suspension of unsaturated ester 6 (0.31 g, 0.65 mmol) and 5% Pt/C (0.01 g) in THF (6 mL) and MeOH (12 mL), previously purged with nitrogen, was stirred under a hydrogen atmosphere (balloon) at RT overnight. The platinum was removed by filtration through Hyflo and the filtrate was evaporated to dryness to afford the saturated ester 7, 0.31 g (99%).